Dataset: the Open Reaction Database (ORD), a public repository of structured organic reaction records. Task: describe an organic reaction: reactants, conditions, products, and yield Starting materials: C(C)OC(=O)N1C(C=2C(C1=O)=CC=CC2)=O (N-Ethoxycarbonylphthalimide), Cl.O[C@@H]1CC[C@H](CC1)N (trans-4-hydroxycyclohexylamine hydrochloride), C([O-])([O-])=O.[K+].[K+] (potassium carbonate). The solvent is O (water). Product: O[C@@H]1CC[C@H](CC1)N1C(C=2C(C1=O)=CC=CC2)=O (trans-N-(4-Hydroxycyclohexyl)phthalimide). Yield: 84.2%. As a reaction SMILES: C(O[C:4]([N:6]1[C:10](=[O:11])[C:9]2=[CH:12][CH:13]=[CH:14][CH:15]=[C:8]2[C:7]1=[O:16])=O)C.Cl.[OH:18][C@H:19]1[CH2:24][CH2:23][C@H](N)[CH2:21][CH2:20]1.C(=O)([O-])[O-].[K+].[K+]>O>[OH:18][C@H:19]1[CH2:24][CH2:23][C@H:4]([N:6]2[C:7](=[O:16])[C:8]3=[CH:15][CH:14]=[CH:13][CH:12]=[C:9]3[C:10]2=[O:11])[CH2:21][CH2:20]1 |f:1.2,3.4.5|. Procedure details: N-Ethoxycarbonylphthalimide (100 g; 0.46 mol) was added to a mixture of trans-4-hydroxycyclohexylamine hydrochloride (69 g; 0.46 mol), potassium carbonate (158 g; 1.15 mol) and water (1 L) at room temperature. After stirring for 3 h the title compound (95 g) was isolated by filtration, washing with water then ethyl acetate. Starting materials: CCO, CC(Br)c1ccccc1[N+](=O)[O-], NC(N)=S. Product: Br, CC(SC(=N)N)c1ccccc1[N+](=O)[O-]. As a reaction SMILES: [CH3:17][CH2:18][OH:19].[N+:1](=[O:2])([O-:3])[c:4]1[c:5]([CH:10]([CH3:11])[Br:12])[cH:6][cH:7][cH:8][cH:9]1.[NH2:13][C:14]([NH2:15])=[S:16]>>[BrH:12].[N+:1](=[O:2])([O-:3])[c:4]1[c:5]([CH:10]([CH3:11])[S:16][C:14](=[NH:13])[NH2:15])[cH:6][cH:7][cH:8][cH:9]1. RXN SMILES: [NH2:1][C:2]1[S:3][CH:4]=[C:5]([C:7](=[O:13])[C:8]([O:10][CH2:11][CH3:12])=[O:9])[N:6]=1.[Cl:14][C:15]1[CH:20]=[CH:19][CH:18]=[CH:17][C:16]=1[N:21]=[C:22]=[O:23]>CN(C)C=O>[Cl:14][C:15]1[CH:20]=[CH:19][CH:18]=[CH:17][C:16]=1[NH:21][C:22](=[O:23])[NH:1][C:2]1[S:3][CH:4]=[C:5]([C:7](=[O:13])[C:8]([O:10][CH2:11][CH3:12])=[O:9])[N:6]=1. The reactants are NC=1SC=C(N1)C(C(=O)OCC)=O (ethyl 2-aminothiazol-4-ylglyoxylate), ClC1=C(C=CC=C1)N=C=O (o-chlorophenyl isocyanate). The product is ClC1=C(C=CC=C1)NC(NC=1SC=C(N1)C(C(=O)OCC)=O)=O (Ethyl 2-(3-o-chlorophenylureido)thiazol-4-ylglyoxylate). Reported procedure: Following a procedure similar to that described in Preparation 1, the desired compound was prepared from 26.7 g of ethyl 2-aminothiazol-4-ylglyoxylate, 23 g of o-chlorophenyl isocyanate and 300 ml of dimethylformamide. The resulting product was a white powder having the following physical properties. Run in CN(C=O)C (dimethylformamide). The reactants are C12CC(C(C=C1)C2)C(=O)O (bicyclo[2.2.1]hept-5-ene-3-carboxylic acid), C(=O)(O)[O-].[Na+] (NaHCO3), BrBr (bromine). Solvent: O (water). Reaction conditions: time 1 hour. Yields the product BrC1C2CC3C1OC(C3C2)=O (6-bromohexahydro-2H-3,5-methanocyclopenta[b]furan-2-one). Isolated yield 67.7%. Reaction SMILES: [CH:1]12[CH2:7][CH:4]([CH:5]=[CH:6]1)[CH:3]([C:8]([OH:10])=[O:9])[CH2:2]2.C([O-])(O)=O.[Na+].[Br:16]Br>O>[Br:16][CH:6]1[CH:5]2[O:9][C:8](=[O:10])[CH:3]3[CH2:2][CH:1]1[CH2:7][CH:4]23 |f:1.2|. Procedure details: To a solution of bicyclo[2.2.1]hept-5-ene-3-carboxylic acid (25.0 mL, 204.3 mmol) in NaHCO3 (51.5 g, 612.9 mmol) in water was added bromine (32.7 g, 204.3 mmol) dropwise at 0° C. The solution was stirred for 1 hour and extracted with ether, and the organic phase was washed successively with 1 N Na2S2SO3 solution and brine, and the organic phase was then dried (Na2SO4), filtered and concentrated in vacuo to afford 30 g of crude product that was used without further purification. Starting materials: C1(=CC=CC=C1)C (toluene), Cl.ClC1=C(CNC(S)=N)C=CC=C1 (2-chlorobenzylisothiourea hydrochloride), ClC(Cl)(Cl)S (perchloromethylmercaptan), [OH-].[Na+] (sodium hydroxide). The reagents and catalysts are [Cl-].C(C1=CC=CC=C1)[N+](CC)(CC)CC (benzyltriethylammonium chloride). The solvent is O (water), O (water), C(C)(C)(C)OC (t-butylmethylether). Product: ClC1=C(CSC2=NSC(=N2)Cl)C=CC=C1 (3-(2-chlorobenzyl)thio-5-chloro-1,2,4-thiadiazole). RXN SMILES: [C:1]1([CH3:7])[CH:6]=[CH:5][CH:4]=[CH:3][CH:2]=1.[ClH:8].ClC1C=CC=CC=1C[NH:13][C:14](=[NH:16])[SH:15].[Cl:21][C:22]([SH:25])(Cl)Cl.[OH-].[Na+]>[Cl-].C([N+](CC)(CC)CC)C1C=CC=CC=1.C(OC)(C)(C)C.O>[Cl:8][C:2]1[CH:3]=[CH:4][CH:5]=[CH:6][C:1]=1[CH2:7][S:15][C:14]1[N:16]=[C:22]([Cl:21])[S:25][N:13]=1 |f:1.2,4.5,6.7|. Procedure details: To the mixture of 80 ml of toluene and 40 ml of water, 10.0 g of 2-chlorobenzylisothiourea hydrochloride, 7.85 g of perchloromethylmercaptan and 192 mg of benzyltriethylammonium chloride were added, followed the solution of 5.27 g of sodium hydroxide dissolved to 40 ml of water was added dropwise over a period for 1 hour at about 0° C. Then, t-butylmethylether was added to the reaction mixture, and extracted. The organic layer was dried by anhydrous sodium salfate, and concentrated. The residue ... The reactants are CC(=O)O[BH-](OC(C)=O)OC(C)=O, O=C([O-])[O-], CC(=O)O, C1CCOC1, Clc1ccc(-c2ccc(C#Cc3ccc(OCCNCC4CC4)cc3)nc2)cc1, [K+], [K+], [Na+], O=C1CCCC1, O. The product is Clc1ccc(-c2ccc(C#Cc3ccc(OCCN(CC4CC4)C4CCCC4)cc3)nc2)cc1. RXN SMILES: [C:36]([O:37][BH-:38]([O:39][C:40](=[O:41])[CH3:42])[O:43][C:44](=[O:45])[CH3:46])(=[O:47])[CH3:48].[C:50](=[O:51])([O-:52])[O-:53].[C:62]([OH:63])(=[O:64])[CH3:65].[CH2:56]1[O:57][CH2:58][CH2:59][CH2:60]1.[Cl:1][c:2]1[cH:3][cH:4][c:5](-[c:8]2[cH:9][cH:10][c:11]([C:14]#[C:15][c:16]3[cH:17][cH:18][c:19]([O:20][CH2:21][CH2:22][NH:23][CH2:24][CH:25]4[CH2:26][CH2:27]4)[cH:28][cH:29]3)[n:12][cH:13]2)[cH:6][cH:7]1.[K+:54].[K+:55].[Na+:49].[O:30]=[C:31]1[CH2:32][CH2:33][CH2:34][CH2:35]1.[OH2:61]>>[Cl:1][c:2]1[cH:3][cH:4][c:5](-[c:8]2[cH:9][cH:10][c:11]([C:14]#[C:15][c:16]3[cH:17][cH:18][c:19]([O:20][CH2:21][CH2:22][N:23]([CH2:24][CH:25]4[CH2:26][CH2:27]4)[CH:31]4[CH2:32][CH2:33][CH2:34][CH2:35]4)[cH:28][cH:29]3)[n:12][cH:13]2)[cH:6][cH:7]1. Reactants: BrC1=CC=C2CCC(C2=C1)=O (6-bromo-indan-1-one), BrCCC1=C(C=CC=C1)CBr (1-(2-bromo-ethyl)-2-bromomethyl-benzene), [H-].[Na+] (NaH). Solvent: C1CCOC1 (THF). Yields the product BrC1=CC=C2CC3(CC4=CC=CC=C4CC3)C(C2=C1)=O (6-Bromo-3′,4′-dihydro-1′H-spiro[indene-2,2′-naphthalen]-1(3H)-one). As a reaction SMILES: [Br:1][C:2]1[CH:10]=[C:9]2[C:5]([CH2:6][CH2:7][C:8]2=[O:11])=[CH:4][CH:3]=1.Br[CH2:13][CH2:14][C:15]1[CH:20]=[CH:19][CH:18]=[CH:17][C:16]=1[CH2:21]Br.[H-].[Na+]>C1COCC1>[Br:1][C:2]1[CH:10]=[C:9]2[C:5]([CH2:6][C:7]3([C:8]2=[O:11])[CH2:13][CH2:14][C:15]2[C:16](=[CH:17][CH:18]=[CH:19][CH:20]=2)[CH2:21]3)=[CH:4][CH:3]=1 |f:2.3|. Procedure: A mixture of 6-bromo-indan-1-one (3.57 g, 17 mmol), 1-(2-bromo-ethyl)-2-bromomethyl-benzene (4.7 g, 17 mmol) in THF (50 mL) was added NaH (816 mg, 34 mmol) at room temperature, the mixture was refluxed for 2 hours. The mixture was quenched with water, concentrated, then extracted with DCM, washed with brine, dried over Na2SO4, concentrated to 6-bromo-3′,4′-dihydro-1′H-spiro[indene-2,2′-naphthalen]-1(3H)-one (1.8 g, 33%). Reactants: C1(CCCC1)C(C(=O)NC1=CC=C(C=C1)/C=C/C(=O)O)C1=CC=C(C=C1)CN1N=C(OCC1=O)C1=CC=CC=C1 ((2E)-3-{4-[(cyclopentyl{4-[(5-oxo-2-phenyl-5,6-dihydro-4H-1,3,4-oxadiazin-4-yl)methyl]phenyl}acetyl)amino]phenyl}prop-2-enoic acid). The reagents and catalysts are [Pd] (palladium on carbon). The solvent is C(C)O (ethanol). Run at time 2 hour. Product: C1(CCCC1)C(C(=O)NC1=CC=C(C=C1)CCC(=O)O)C1=CC=C(C=C1)CN1N=C(OCC1=O)C1=CC=CC=C1 (3-{4-[(Cyclopentyl{4-[(5-oxo-2-phenyl-5,6-dihydro-4H-1,3,4-oxadiazin-4-yl)methyl]phenyl}acetyl)amino]phenyl}propanoic acid). Reaction SMILES: [CH:1]1([CH:6]([C:21]2[CH:26]=[CH:25][C:24]([CH2:27][N:28]3[C:33](=[O:34])[CH2:32][O:31][C:30]([C:35]4[CH:40]=[CH:39][CH:38]=[CH:37][CH:36]=4)=[N:29]3)=[CH:23][CH:22]=2)[C:7]([NH:9][C:10]2[CH:15]=[CH:14][C:13](/[CH:16]=[CH:17]/[C:18]([OH:20])=[O:19])=[CH:12][CH:11]=2)=[O:8])[CH2:5][CH2:4][CH2:3][CH2:2]1>[Pd].C(O)C>[CH:1]1([CH:6]([C:21]2[CH:26]=[CH:25][C:24]([CH2:27][N:28]3[C:33](=[O:34])[CH2:32][O:31][C:30]([C:35]4[CH:40]=[CH:39][CH:38]=[CH:37][CH:36]=4)=[N:29]3)=[CH:23][CH:22]=2)[C:7]([NH:9][C:10]2[CH:11]=[CH:12][C:13]([CH2:16][CH2:17][C:18]([OH:20])=[O:19])=[CH:14][CH:15]=2)=[O:8])[CH2:2][CH2:3][CH2:4][CH2:5]1. Procedure details: 50 mg of palladium on carbon (10%) were added to a solution of 46 mg (0.085 mmol) of (2E)-3-{4-[(cyclopentyl{4-[(5-oxo-2-phenyl-5,6-dihydro-4H-1,3,4-oxadiazin-4-yl)methyl]phenyl}acetyl)amino]phenyl}prop-2-enoic acid (Example 96) in 10 ml of ethanol. Under an atmosphere of hydrogen, the mixture was hydrogenated at atmospheric pressure for 2 h. The reaction mixture was then filtered through Tonsil, the filter residue was washed with ethanol and the combined filtrates were concentrated on a rotary ... Reactants: COc1ccc(CCNC(=O)C(=COCF)c2ccc3c(c2)CCCC3)cc1OC, COc1ccc(P2(=S)SP(=S)(c3ccc(OC)cc3)S2)cc1, CCOC(C)=O, C1CCOC1, O. As a reaction SMILES: [CH3:1][O:2][c:3]1[cH:4][c:5]([CH2:11][CH2:12][NH:13][C:14]([C:15](=[CH:16][O:17][CH2:18][F:19])[c:20]2[cH:21][c:22]3[c:27]([cH:28][cH:29]2)[CH2:26][CH2:25][CH2:24][CH2:23]3)=[O:30])[cH:6][cH:7][c:8]1[O:9][CH3:10].[CH3:31][O:32][c:33]1[cH:34][cH:35][c:36]([P:37]2(=[S:40])[S:38][P:39]([c:41]3[cH:42][cH:43][c:44]([O:45][CH3:46])[cH:47][cH:48]3)(=[S:49])[S:50]2)[cH:51][cH:52]1.[CH3:59][CH2:60][O:61][C:62](=[O:63])[CH3:64].[O:53]1[CH2:54][CH2:55][CH2:56][CH2:57]1.[OH2:58]>>[CH3:1][O:2][c:3]1[cH:4][c:5]([CH2:11][CH2:12][NH:13][C:14]([C:15](=[CH:16][O:17][CH2:18][F:19])[c:20]2[cH:21][c:22]3[c:27]([cH:28][cH:29]2)[CH2:26][CH2:25][CH2:24][CH2:23]3)=[S:40])[cH:6][cH:7][c:8]1[O:9][CH3:10]. Product: COc1ccc(CCNC(=S)C(=COCF)c2ccc3c(c2)CCCC3)cc1OC. Reactants: CO (methanol), [N+](=O)([O-])C1=C(C(=O)OC(C)(C)C)C=CC(=C1)C1=CC=CC=C1 (tert-butyl 2-nitro-4-phenylbenzoate). Reagents/catalysts: [Fe] (iron). Run in C(C)(=O)O (acetic acid). Yields the product NC1=C(C(=O)OC(C)(C)C)C=CC(=C1)C1=CC=CC=C1 (tert-butyl 2-amino-4-phenylbenzoate). The yield is 48.9%. RXN SMILES: CO.[N+:3]([C:6]1[CH:18]=[C:17]([C:19]2[CH:24]=[CH:23][CH:22]=[CH:21][CH:20]=2)[CH:16]=[CH:15][C:7]=1[C:8]([O:10][C:11]([CH3:14])([CH3:13])[CH3:12])=[O:9])([O-])=O>[Fe].C(O)(=O)C>[NH2:3][C:6]1[CH:18]=[C:17]([C:19]2[CH:20]=[CH:21][CH:22]=[CH:23][CH:24]=2)[CH:16]=[CH:15][C:7]=1[C:8]([O:10][C:11]([CH3:14])([CH3:13])[CH3:12])=[O:9]. Procedure details: To a suspension of methanol 38 mL and acetic acid 38 mL of tert-butyl 2-nitro-4-phenylbenzoate 7.5 g was added iron powder 4.2 g at room temperature, and it was heated and refluxed for 1 hour. After the reaction mixture was cooled to room temperature, the solvent was removed under reduced pressure. To the obtained residue, saturated sodium hydrogen carbonate aqueous solution and ethyl acetate were added, and insoluble matter was filtrated. The organic layer was separated and collected,dried over...